From a dataset of the Open Reaction Database (ORD), a public repository of structured organic reaction records. describe an organic reaction: reactants, conditions, products, and yield Reactants: BrC1CCCCC1, O=Cc1ccc(O)c(Br)c1, [K+], [K+], O=C([O-])[O-], CN(C)C=O. The product is O=Cc1ccc(OC2CCCCC2)c(Br)c1. RXN SMILES: [Br:11][CH:12]1[CH2:13][CH2:14][CH2:15][CH2:16][CH2:17]1.[Br:1][c:2]1[cH:3][c:4]([CH:5]=[O:6])[cH:7][cH:8][c:9]1[OH:10].[K+:18].[K+:19].[O-:20][C:21]([O-:22])=[O:23].[O:24]=[CH:25][N:26]([CH3:27])[CH3:28]>>[Br:1][c:2]1[cH:3][c:4]([CH:5]=[O:6])[cH:7][cH:8][c:9]1[O:10][CH:12]1[CH2:13][CH2:14][CH2:15][CH2:16][CH2:17]1. The reactants are C(C)(=O)OC(C)=O (acetic anhydride), [N+](=O)(O)[O-] (nitric acid), NC(=O)N (urea), C(C1=CC=CC=C1)(=O)C1=CC=CC=C1 (benzophenone). The solvent is C(C)(=O)O (acetic acid), C(C)(=O)O (acetic acid). Conditions: temperature 50 celsius. The product is C(C)(=O)NC1=C(C=C(C(=O)C2=CC=CC=C2)C=C1)[N+](=O)[O-] (4-acetamido-3-nitrobenzophenone). Yield: 62.5%. As a reaction SMILES: [C:1](OC(=O)C)(=O)C.[N+:8]([O-:11])(O)=[O:9].[NH2:12][C:13](N)=[O:14].[C:16]([C:24]1[CH:29]=[CH:28][CH:27]=[CH:26][CH:25]=1)(=[O:23])[C:17]1[CH:22]=[CH:21][CH:20]=[CH:19][CH:18]=1>C(O)(=O)C>[C:13]([NH:12][C:20]1[CH:21]=[CH:22][C:17]([C:16]([C:24]2[CH:29]=[CH:28][CH:27]=[CH:26][CH:25]=2)=[O:23])=[CH:18][C:19]=1[N+:8]([O-:11])=[O:9])(=[O:14])[CH3:1]. Procedure: Twenty-three grams (0.1 m.) of 4-acetamidonbenzophenone, 50 ml. of acetic anhydride and 20 ml. of acetic acid were stirred together. A solution of 90 percent nitric acid (15 ml.), 10 ml. of acetic acid and 0.2 g. of urea was added dropwise to the benzophenone mixture. The reaction mixture was maintained at a temperature of about 50° C. during the nitration. The mixture was stirred at ambient temperature whereupon the mixture became very thick. The thick slurry was poured over ice and the insolub... Reactants: C1(=C(C=CC=C1)N)N (o-phenylenediamine), C([O-])([O-])=O.[Na+].[Na+] (sodium carbonate), CC1=NC=C(C=C1)C(=O)O (2-methylpyridine-5-carboxylic acid), polyphosphoric acid. The solvent is O (water). Yields the product CC1=NC=C(C=C1)C=1NC2=C(N1)C=CC=C2 (2-(2-methylpyridin-5-yl)benzimidazole). RXN SMILES: [C:1]1([NH2:8])[CH:6]=[CH:5][CH:4]=[CH:3][C:2]=1[NH2:7].[CH3:9][C:10]1[CH:15]=[CH:14][C:13]([C:16](O)=O)=[CH:12][N:11]=1.C(=O)([O-])[O-].[Na+].[Na+]>O>[CH3:9][C:10]1[CH:15]=[CH:14][C:13]([C:16]2[NH:7][C:2]3[CH:3]=[CH:4][CH:5]=[CH:6][C:1]=3[N:8]=2)=[CH:12][N:11]=1 |f:2.3.4|. Procedure details: 11.9 g. of o-phenylenediamine, 13.7 g. of 2-methylpyridine-5-carboxylic acid and 100 g. of polyphosphoric acid were stirred under a nitrogen gas current at 180° C. to 200° C. for 4 hours. To the reaction mixture were added 800 ml. of water and then a concentrated aqueous solution of sodium carbonate to neutrality. The resulting crystals were filtered off, dried and recrystallized from acetonitrile to give 15.7 g. of colorless needles of the product (75% of theory), M.P. 265.5°-266.0° C. RXN SMILES: Cl[C:2]1[CH:3]=[C:4]2[C:9](=[CH:10][CH:11]=1)[N:8]=[C:7]([NH2:12])[CH:6]=[C:5]2[C:13]1[CH:18]=[CH:17][CH:16]=[CH:15][CH:14]=1.[CH3:19][O:20][C:21]1[CH:28]=[CH:27][CH:26]=[CH:25][C:22]=1[CH:23]=O.[CH3:29][O:30][C:31]1[CH:32]=[C:33]([CH:36]=[CH:37][CH:38]=1)[CH2:34][NH2:35]>>[CH3:29][O:30][C:31]1[CH:32]=[C:33]([CH:36]=[CH:37][CH:38]=1)[CH2:34][NH:35][C:2]1[CH:3]=[C:4]2[C:9](=[CH:10][CH:11]=1)[N:8]=[C:7]([NH:12][CH2:23][C:22]1[CH:25]=[CH:26][CH:27]=[CH:28][C:21]=1[O:20][CH3:19])[CH:6]=[C:5]2[C:13]1[CH:18]=[CH:17][CH:16]=[CH:15][CH:14]=1. Procedure details: The title compound, MS: m/e=476.0 (M+H+), was prepared in accordance with the general method of example 13 from 6-chloro-4-phenyl-quinolin-2-ylamine (CAS 51478-40), 2-methoxybenzaldehyde and 3-methoxybenzylamine. The reactants are ClC=1C=C2C(=CC(=NC2=CC1)N)C1=CC=CC=C1 (6-chloro-4-phenyl-quinolin-2-ylamine), COC1=C(C=O)C=CC=C1 (2-methoxybenzaldehyde), COC=1C=C(CN)C=CC1 (3-methoxybenzylamine). Yields the product COC=1C=C(CNC=2C=C3C(=CC(=NC3=CC2)NCC2=C(C=CC=C2)OC)C2=CC=CC=C2)C=CC1 (N6-(3-Methoxy-benzyl)-N2-(2-methoxy-benzyl)-4-phenyl-quinoline-2,6-diamine). Starting materials: ClCC=1SC2=NC=CC=C2N1 (2-(chloromethyl)[1,3]thiazolo[5,4-b]pyridine), FC1=C(C=CC=C1)N1CCNCC1 (1-(2-fluorophenyl)piperazine), CCN(C(C)C)C(C)C (DIEA). Yields the product FC1=C(C=CC=C1)N1CCN(CC1)CC=1SC2=NC=CC=C2N1 (2-{[4-(2-fluorophenyl)-1-piperazinyl]methyl}[1,3]thiazolo[5,4-b]pyridine). RXN SMILES: Cl[CH2:2][C:3]1[S:4][C:5]2[C:10]([N:11]=1)=[CH:9][CH:8]=[CH:7][N:6]=2.[F:12][C:13]1[CH:18]=[CH:17][CH:16]=[CH:15][C:14]=1[N:19]1[CH2:24][CH2:23][NH:22][CH2:21][CH2:20]1.CCN(C(C)C)C(C)C>>[F:12][C:13]1[CH:18]=[CH:17][CH:16]=[CH:15][C:14]=1[N:19]1[CH2:24][CH2:23][N:22]([CH2:2][C:3]2[S:4][C:5]3[C:10]([N:11]=2)=[CH:9][CH:8]=[CH:7][N:6]=3)[CH2:21][CH2:20]1. Procedure: The product from Example 38A (200 mg, 1.1 mmol), 1-(2-fluorophenyl)piperazine (215 mg, 1.2 mmol), and DIEA (380 μL, 2.2 mmol) were processed as described in Example 38B to provide the title compound. 1H NMR (300 MHz, DMSO-d6) δ 2.77 (m, 4H) 3.10 (m, 4H) 4.06 (s, 2H) 7.08 (m, 4H) 7.56 (dd, J=8.14, 4.75 Hz, 1H) 8.33 (dd, J=8.31, 1.53 Hz, 1H) 8.59 (dd, J=4.58, 1.53 Hz, 1H); (ESI) m/z 329 (M+H)+. Starting materials: O1C(=CC=C1)P(C=1OC=CC1)C=1OC=CC1 (P(2-furyl)3), FC1=C(C(=O)OC)C=C(C=C1)I (Methyl 2-fluoro-5-iodobenzoate), C(=O)(O)[O-].[Na+] (NaHCO3), [Li+].[Cl-] (LiCl), C[Sn](C=1CCN(CC1)C(=O)OC(C)(C)C)(C)C (tert-butyl 4-(trimethylstannyl)-3,6-dihydropyridine-1(2H)-carboxylate). The reagents and catalysts are C=1C=CC(=CC1)/C=C/C(=O)/C=C/C2=CC=CC=C2.C=1C=CC(=CC1)/C=C/C(=O)/C=C/C2=CC=CC=C2.C=1C=CC(=CC1)/C=C/C(=O)/C=C/C2=CC=CC=C2.[Pd].[Pd] (Pd2dba3). Solvent: [Cl-].[Na+].O (brine), CN(C)C=O (DMF). Reaction conditions: temperature 90 celsius, time 20 minute. Product: FC1=C(C=C(C=C1)C=1CCN(CC1)C(=O)OC(C)(C)C)C(=O)OC (tert-butyl 4-[4-fluoro-3-(methoxycarbonyl)phenyl]-3,6-dihydropyridine-1(2H)-carboxylate). Reaction SMILES: [F:1][C:2]1[CH:11]=[CH:10][C:9](I)=[CH:8][C:3]=1[C:4]([O:6][CH3:7])=[O:5].[Li+].[Cl-].C[Sn](C)(C)[C:17]1[CH2:18][CH2:19][N:20]([C:23]([O:25][C:26]([CH3:29])([CH3:28])[CH3:27])=[O:24])[CH2:21][CH:22]=1.O1C=CC=C1P(C1OC=CC=1)C1OC=CC=1.C([O-])(O)=O.[Na+]>CN(C=O)C.[Cl-].[Na+].O.C1C=CC(/C=C/C(/C=C/C2C=CC=CC=2)=O)=CC=1.C1C=CC(/C=C/C(/C=C/C2C=CC=CC=2)=O)=CC=1.C1C=CC(/C=C/C(/C=C/C2C=CC=CC=2)=O)=CC=1.[Pd].[Pd]>[F:1][C:2]1[CH:11]=[CH:10][C:9]([C:17]2[CH2:22][CH2:21][N:20]([C:23]([O:25][C:26]([CH3:29])([CH3:28])[CH3:27])=[O:24])[CH2:19][CH:18]=2)=[CH:8][C:3]=1[C:4]([O:6][CH3:7])=[O:5] |f:1.2,5.6,8.9.10,11.12.13.14.15|. Procedure details: Methyl 2-fluoro-5-iodobenzoate (5.01 g, 17.9 mmol) was combined with LiCl (1.52 g, 35.7 mmol) and tert-butyl 4-(trimethylstannyl)-3,6-dihydropyridine-1(2H)-carboxylate (4.28 g, 12.3 mmol) in 100 mL of DMF. After stirring for 20 min under a nitrogen atmosphere, Pd2dba3 (218 mg, 0.238 mmol) and P(2-furyl)3 (276 mg, 1.19 mmol) were added and the reaction mixture was warmed to 90° C. under a nitrogen atmosphere and stirred for 1 h 45 min. The reaction mixture was then stirred at rt overnight. Then t... Starting materials: COc1ccc(CN)cc1, CC(=O)O, CO, CN1CCCN(C)C1=O, O=Cc1cc2c(Nc3cccc(Cl)c3)ncnc2[nH]1. Yields the product COc1ccc(CNCc2cc3c(Nc4cccc(Cl)c4)ncnc3[nH]2)cc1. As a reaction SMILES: [CH3:20][O:21][c:22]1[cH:23][cH:24][c:25]([CH2:26][NH2:27])[cH:28][cH:29]1.[CH3:30][C:31](=[O:32])[OH:33].[CH3:34][OH:35].[CH3:36][N:37]1[CH2:38][CH2:39][CH2:40][N:41]([CH3:42])[C:43]1=[O:44].[Cl:1][c:2]1[cH:3][c:4]([NH:5][c:6]2[c:7]3[c:8]([n:9][cH:10][n:11]2)[nH:12][c:13]([CH:15]=[O:16])[cH:14]3)[cH:17][cH:18][cH:19]1>>[Cl:1][c:2]1[cH:3][c:4]([NH:5][c:6]2[c:7]3[c:8]([n:9][cH:10][n:11]2)[nH:12][c:13]([CH2:15][NH:27][CH2:26][c:25]2[cH:24][cH:23][c:22]([O:21][CH3:20])[cH:29][cH:28]2)[cH:14]3)[cH:17][cH:18][cH:19]1.